This data is from the Open Reaction Database (ORD), a public repository of structured organic reaction records. The task is: describe an organic reaction: reactants, conditions, products, and yield Reactants: C(C)OCC=1N(C2=C(C=NC=3C=CC=CC23)N1)NC(C)C (N-(2-ethoxymethy-1H-imidazo[4,5-c]quinolin-1-yl)isopropylamine), C1=CC(=CC(=C1)Cl)C(=O)OO (MCPBA). Solvent: C(Cl)Cl (CH2Cl2). Run at time 3 hour. Product: C(C)OCC=1N(C2=C(C=[N+](C=3C=CC=CC23)[O-])N1)NC(C)C (N-(2-ethoxymethy-5-oxido-1H-imidazo[4,5-c]quinolin-1-yl)isopropylamine). Isolated yield 89.7%. As a reaction SMILES: [CH2:1]([O:3][CH2:4][C:5]1[N:6]([NH:18][CH:19]([CH3:21])[CH3:20])[C:7]2[C:16]3[CH:15]=[CH:14][CH:13]=[CH:12][C:11]=3[N:10]=[CH:9][C:8]=2[N:17]=1)[CH3:2].C1C=C(Cl)C=C(C(OO)=[O:30])C=1>C(Cl)Cl>[CH2:1]([O:3][CH2:4][C:5]1[N:6]([NH:18][CH:19]([CH3:20])[CH3:21])[C:7]2[C:16]3[CH:15]=[CH:14][CH:13]=[CH:12][C:11]=3[N+:10]([O-:30])=[CH:9][C:8]=2[N:17]=1)[CH3:2]. Procedure details: A solution of N-(2-ethoxymethy-1H-imidazo[4,5-c]quinolin-1-yl)isopropylamine (0.98 g, 3.45 mmol) in 35 mL of CH2Cl2 was treated with MCPBA (77% max., 1.10 g, 4.48 mmol). After stirring for 3 h, the reaction was quenched with 2% Na2CO3 solution and extracted into CH2Cl2. The organic portion was washed with H2O and brine. The organic portion was dried over Na2SO4, filtered and concentrated to give N-(2-ethoxymethy-5-oxido-1H-imidazo[4,5-c]quinolin-1-yl)isopropylamine (0.93 g) as a light-orange sol...